Dataset: the Open Reaction Database (ORD), a public repository of structured organic reaction records. Task: describe an organic reaction: reactants, conditions, products, and yield Reactants: ClC1=CC(=NC=2N1N=CC2C(=O)Cl)C2=CC=C(C=C2)Cl (7-chloro-5-(4-chloro-phenyl)-pyrazolo[1,5-a]pyrimidine-3-carbonyl chloride), CS(=O)(=O)C=1C=C(C=CC1)N (3-methanesulfonyl-phenylamine). Yields the product CS(=O)(=O)C=1C=C(C=CC1)NC(=O)C=1C=NN2C1N=C(C=C2Cl)C2=CC=C(C=C2)Cl (7-Chloro-5-(4-chloro-phenyl)-pyrazolo[1,5-a]pyrimidine-3-carboxylic acid(3-methanesulfonyl-phenyl)-amide). Reaction SMILES: [Cl:1][C:2]1[N:7]2[N:8]=[CH:9][C:10]([C:11](Cl)=[O:12])=[C:6]2[N:5]=[C:4]([C:14]2[CH:19]=[CH:18][C:17]([Cl:20])=[CH:16][CH:15]=2)[CH:3]=1.[CH3:21][S:22]([C:25]1[CH:26]=[C:27]([NH2:31])[CH:28]=[CH:29][CH:30]=1)(=[O:24])=[O:23]>>[CH3:21][S:22]([C:25]1[CH:26]=[C:27]([NH:31][C:11]([C:10]2[CH:9]=[N:8][N:7]3[C:2]([Cl:1])=[CH:3][C:4]([C:14]4[CH:19]=[CH:18][C:17]([Cl:20])=[CH:16][CH:15]=4)=[N:5][C:6]=23)=[O:12])[CH:28]=[CH:29][CH:30]=1)(=[O:23])=[O:24]. Procedure details: The title compound was prepared from 7-chloro-5-(4-chloro-phenyl)-pyrazolo[1,5-a]pyrimidine-3-carbonyl chloride and 3-methanesulfonyl-phenylamine according to general procedure II. Pale-yellow solid. MS (ISP) 461.3 [(M+H)+]; mp 253-255° C. The reactants are Nc1ccccc1OCc1ccccc1Br, O=C([O-])[O-], CS(=O)(=O)OC1CCN(CCc2ccc(N3CCCC3)cc2)C1, CC#N, [K+], [K+]. Yields the product Brc1ccccc1COc1ccccc1NC1CCN(CCc2ccc(N3CCCC3)cc2)C1. RXN SMILES: [Br:24][c:25]1[c:26]([CH2:27][O:28][c:29]2[c:30]([NH2:31])[cH:32][cH:33][cH:34][cH:35]2)[cH:36][cH:37][cH:38][cH:39]1.[C:40](=[O:41])([O-:42])[O-:43].[CH3:1][S:2]([O:3][CH:6]1[CH2:7][N:8]([CH2:11][CH2:12][c:13]2[cH:14][cH:15][c:16]([N:19]3[CH2:20][CH2:21][CH2:22][CH2:23]3)[cH:17][cH:18]2)[CH2:9][CH2:10]1)(=[O:4])=[O:5].[CH3:46][C:47]#[N:48].[K+:44].[K+:45]>>[CH:6]1([NH:31][c:30]2[c:29]([O:28][CH2:27][c:26]3[c:25]([Br:24])[cH:39][cH:38][cH:37][cH:36]3)[cH:35][cH:34][cH:33][cH:32]2)[CH2:7][N:8]([CH2:11][CH2:12][c:13]2[cH:14][cH:15][c:16]([N:19]3[CH2:20][CH2:21][CH2:22][CH2:23]3)[cH:17][cH:18]2)[CH2:9][CH2:10]1. Starting materials: O=C([O-])[O-], CCN(C(C)C)C(C)C, Cc1cc(N)c2nc(C)n(-c3ccc(Cl)cc3Cl)c2n1, O=C(Cl)CCl, ClCCCl, [K+], [K+]. Yields the product Cc1cc(NC(=O)CCl)c2nc(C)n(-c3ccc(Cl)cc3Cl)c2n1. RXN SMILES: [C:35](=[O:36])([O-:37])[O-:38].[CH:21]([N:22]([CH2:23][CH3:24])[CH:25]([CH3:26])[CH3:27])([CH3:28])[CH3:29].[Cl:1][c:2]1[c:3](-[n:9]2[c:10]([CH3:20])[n:11][c:12]3[c:13]2[n:14][c:15]([CH3:19])[cH:16][c:17]3[NH2:18])[cH:4][cH:5][c:6]([Cl:8])[cH:7]1.[Cl:30][CH2:31][C:32](=[O:33])[Cl:34].[Cl:41][CH2:42][CH2:43][Cl:44].[K+:39].[K+:40]>>[Cl:1][c:2]1[c:3](-[n:9]2[c:10]([CH3:20])[n:11][c:12]3[c:13]2[n:14][c:15]([CH3:19])[cH:16][c:17]3[NH:18][C:32]([CH2:31][Cl:30])=[O:33])[cH:4][cH:5][c:6]([Cl:8])[cH:7]1. Reactants: OO (hydrogen peroxide), ClC1=CC=C(C=C1)N1N=C2C(CC1=O)CS(C1=C2C=CC=C1)=O (2-(4-chlorophenyl)-2,3,4,4a-tetrahydro-5H-(1)benzothiopyrano[4,3-c]pyridazin-3-one 6-oxide), O (water). Solvent: C(C)(=O)O (acetic acid). The product is ClC1=CC=C(C=C1)N1N=C2C(CC1=O)CS(C1=C2C=CC=C1)(=O)=O (2-(4-chlorophenyl)-2,3,4,4a-tetrahydro-5H-(1)benzothiopyrano[4,3-c]pyridazin-3-one 6,6-dioxide). Reaction SMILES: [Cl:1][C:2]1[CH:7]=[CH:6][C:5]([N:8]2[C:13](=[O:14])[CH2:12][CH:11]3[CH2:15][S:16](=[O:23])[C:17]4[CH:22]=[CH:21][CH:20]=[CH:19][C:18]=4[C:10]3=[N:9]2)=[CH:4][CH:3]=1.[OH:24]O.O>C(O)(=O)C>[Cl:1][C:2]1[CH:7]=[CH:6][C:5]([N:8]2[C:13](=[O:14])[CH2:12][CH:11]3[CH2:15][S:16](=[O:24])(=[O:23])[C:17]4[CH:22]=[CH:21][CH:20]=[CH:19][C:18]=4[C:10]3=[N:9]2)=[CH:4][CH:3]=1. Procedure: To a mixture of 4.7 g of 2-(4-chlorophenyl)-2,3,4,4a-tetrahydro-5H-(1)benzothiopyrano[4,3-c]pyridazin-3-one 6-oxide in 150 ml of acetic acid is added 55 ml of 35% hydrogen peroxide dropwise with stirring at room temperature. After the completion of addition, the mixture is stirred at 40°-50° C. on a water bath for 4 hours and poured into an excess amount of water. The precipitated crystals are collected by filtration and recrystallized from 50% aqueous solution of acetic acid to give 2.9 g of 2-... Starting materials: CCOC(=O)C(Oc1ccc(F)cc1F)c1ccc(S(=O)(=O)C2CC2)cc1, [Na+], C1CCOC1, [OH-]. Yields the product O=C(O)C(Oc1ccc(F)cc1F)c1ccc(S(=O)(=O)C2CC2)cc1. As a reaction SMILES: [CH:1]1([S:4](=[O:5])(=[O:6])[c:7]2[cH:8][cH:9][c:10]([CH:13]([C:14](=[O:15])[O:16][CH2:17][CH3:18])[O:19][c:20]3[c:21]([F:27])[cH:22][c:23]([F:26])[cH:24][cH:25]3)[cH:11][cH:12]2)[CH2:2][CH2:3]1.[Na+:29].[O:30]1[CH2:31][CH2:32][CH2:33][CH2:34]1.[OH-:28]>>[CH:1]1([S:4](=[O:5])(=[O:6])[c:7]2[cH:8][cH:9][c:10]([CH:13]([C:14](=[O:15])[OH:16])[O:19][c:20]3[c:21]([F:27])[cH:22][c:23]([F:26])[cH:24][cH:25]3)[cH:11][cH:12]2)[CH2:2][CH2:3]1. The reactants are OC[C@@H]1CCC(N1)=O ((S)-5-hydroxymethyl-pyrrolidin-2-one), C(C1=CC=CC=C1)=O (benzaldehyde), C1(=CC=C(C=C1)S(=O)(=O)O)C (p-Toluenesulphonic acid), solution, C(O)([O-])=O.[Na+] (sodium hydrogen carbonate). Run in O (water), C1(=CC=CC=C1)C (toluene), O (water). Product: C1(=CC=CC=C1)[C@H]1OC[C@H]2N1C(CC2)=O ((3R,7aS)-3-phenyl-tetrahydro-pyrrolo[1,2-c]oxazol-5-one). RXN SMILES: [OH:1][CH2:2][C@H:3]1[NH:7][C:6](=[O:8])[CH2:5][CH2:4]1.[CH:9](=O)[C:10]1[CH:15]=[CH:14][CH:13]=[CH:12][CH:11]=1.C1(C)C=CC(S(O)(=O)=O)=CC=1.C(=O)([O-])O.[Na+]>C1(C)C=CC=CC=1.O>[C:10]1([C@@H:9]2[N:7]3[C:6](=[O:8])[CH2:5][CH2:4][C@H:3]3[CH2:2][O:1]2)[CH:15]=[CH:14][CH:13]=[CH:12][CH:11]=1 |f:3.4|. Reported procedure: A suspension of 148.5 g of (S)-5-hydroxymethyl-pyrrolidin-2-one in 891 mL of toluene is treated with 172.1 mL of benzaldehyde at room temperature. p-Toluenesulphonic acid (2.94 g) is added and the reaction mixture stirred at reflux for 20 hours with azeotropic removal of water. The reaction mixture is treated with 500 mL of a 5% solution of sodium hydrogen carbonate in water. The organic layer is separated and washed once with 500 mL of a 40% solution of sodium bisulphite solution followed by 2×...